Dataset: the Open Reaction Database (ORD), a public repository of structured organic reaction records. Task: describe an organic reaction: reactants, conditions, products, and yield The reactants are CC(C(=O)O)c1ccc(-c2ccccc2)c(F)c1, NCc1ccccc1. Reagents/catalysts: C1CCC(CC1)N=C=NC2CCCCC2 (DCC), CN1CCOCC1 (NMM), Oc1cc(Cl)c(Cl)cc1Cl (2,4,5-Trichlorophenol). Run in CN(C)C=O (DMF), CN(C)C=O (DMF), CN(C)C=O (DMF), CN(C)C=O (DMF), CN(C)C=O (DMF), CN(C)C=O (DMF). Reaction conditions: temperature 25 celsius, time 2 hour. Yields the product CC(C(=O)NCc1ccccc1)c1ccc(-c2ccccc2)c(F)c1. Isolated yield 2.2%. As a reaction SMILES: NCc1ccccc1.CC(C(=O)O)c1ccc(-c2ccccc2)c(F)c1.C1CCC(CC1)N=C=NC2CCCCC2.C1=C(C(=CC(=C1Cl)Cl)Cl)[O-].[Na+].CN1CCOCC1.CN(C)C=O>>CC(C(=O)NCc1ccccc1)c1ccc(-c2ccccc2)c(F)c1. Starting materials: CC1(OCC(CO1)COC1=C(C=C(CNC(=O)C2=C3C[C@@H]4[C@H](C3=C(S2)C)C4(C)C)C=C1C)C)C ((1aS,5aR)-1,1,2-trimethyl-1,1a,5,5a-tetrahydro-3-thia-cyclopropa[a]pentalene-4-carboxylic acid 4-(2,2-dimethyl-[1,3]dioxan-5-ylmethoxy)-3,5-dimethyl-benzylamide). Solvent: C(C)(=O)O (acetic acid), O (water). Yields the product OCC(COC1=C(C=C(CNC(=O)C2=C3C[C@@H]4[C@H](C3=C(S2)C)C4(C)C)C=C1C)C)CO ((1aS,5aR)-1,1,2-trimethyl-1,1a,5,5a-tetrahydro-3-thia-cyclopropa[a]pentalene-4-carboxylic acid 4-(3-hydroxy-2-hydroxymethyl-propoxy)-3,5-dimethyl-benzylamide). The yield is 85.5%. Reaction SMILES: CC1(C)[O:7][CH2:6][CH:5]([CH2:8][O:9][C:10]2[C:31]([CH3:32])=[CH:30][C:13]([CH2:14][NH:15][C:16]([C:18]3[S:25][C:24]([CH3:26])=[C:23]4[C:19]=3[CH2:20][C@H:21]3[C:27]([CH3:29])([CH3:28])[C@H:22]34)=[O:17])=[CH:12][C:11]=2[CH3:33])[CH2:4][O:3]1>C(O)(=O)C.O>[OH:7][CH2:6][CH:5]([CH2:4][OH:3])[CH2:8][O:9][C:10]1[C:11]([CH3:33])=[CH:12][C:13]([CH2:14][NH:15][C:16]([C:18]2[S:25][C:24]([CH3:26])=[C:23]3[C:19]=2[CH2:20][C@H:21]2[C:27]([CH3:29])([CH3:28])[C@H:22]23)=[O:17])=[CH:30][C:31]=1[CH3:32]. Reported procedure: A solution of (1aS,5aR)-1,1,2-trimethyl-1,1a,5,5a-tetrahydro-3-thia-cyclopropa[a]pentalene-4-carboxylic acid 4-(2,2-dimethyl-[1,3]dioxan-5-ylmethoxy)-3,5-dimethyl-benzylamide (28 mg, 0.058 mmol) in acetic acid (1.6 mL) and water (0.4 mL) is stirred at rt for 1 h before it is separated by prep. HPLC to give (1aS,5aR)-1,1,2-trimethyl-1,1a,5,5a-tetrahydro-3-thia-cyclopropa[a]pentalene-4-carboxylic acid 4-(3-hydroxy-2-hydroxymethyl-propoxy)-3,5-dimethyl-benzylamide (22 mg) as a colourless solid. LC-... Yields the product C(C1=CC=CC=C1)OC1=CC=C(C=C1)/C=C/C1=C(\C(=C/C(=O)OC)\OC)C=CC=C1 (methyl 2-[2-(4-benzyloxyphenyl)-(E)-ethenyl]-(E)-β-methoxycinnamate). The solvent is CN(C=O)C (dimethylformamide), CN(C=O)C (dimethylformamide). As a reaction SMILES: [CH3:1][O:2]/[C:3](/[C:9]1[CH:21]=[CH:20][CH:19]=[CH:18][C:10]=1[CH2:11]P(=O)(OC)OC)=[CH:4]/[C:5]([O:7][CH3:8])=[O:6].[CH2:22]([O:29][C:30]1[CH:37]=[CH:36][C:33]([CH:34]=O)=[CH:32][CH:31]=1)[C:23]1[CH:28]=[CH:27][CH:26]=[CH:25][CH:24]=1.[H-].[Na+].[NH4+].[Cl-]>CN(C)C=O>[CH2:22]([O:29][C:30]1[CH:31]=[CH:32][C:33]([CH:34]=[CH:11][C:10]2[CH:18]=[CH:19][CH:20]=[CH:21][C:9]=2/[C:3](/[O:2][CH3:1])=[CH:4]\[C:5]([O:7][CH3:8])=[O:6])=[CH:36][CH:37]=1)[C:23]1[CH:24]=[CH:25][CH:26]=[CH:27][CH:28]=1 |f:2.3,4.5|. Reaction conditions: time 3 hour. Procedure details: A solution of 3.0 g (10 mmol) of dimethyl (E)-2-(1-methoxy-2-methoxycarbonylethenyl)benzylphosphonate and 2.1 g (10 mmol) of 4-benzyloxybenzaldehyde in 50 ml of dimethylformamide is added dropwise at room temperature to 0.26 g (11 mmol) of NaH in 20 ml of dimethylformamide. The mixture is stirred for 3 h, and then NH4Cl solution is added. After extraction with ethyl acetate, the organic phase is washed with water, dried over Na2SO4 and concentrated. Recrystallization from diisopropyl ether/n-hex... Starting materials: [NH4+].[Cl-] (NH4Cl), CO\C(=C\C(=O)OC)\C1=C(CP(OC)(OC)=O)C=CC=C1 (dimethyl (E)-2-(1-methoxy-2-methoxycarbonylethenyl)benzylphosphonate), C(C1=CC=CC=C1)OC1=CC=C(C=O)C=C1 (4-benzyloxybenzaldehyde), [H-].[Na+] (NaH). Yield: 47.4%. Reactants: CCOC(=O)CN(C(=O)OCC)c1cc(Cl)c(Oc2ccc(O)c(C(C)CC)c2)c(Cl)c1, CO, [Na+], [OH-], O. Yields the product CCOC(=O)N(CC(=O)O)c1cc(Cl)c(Oc2ccc(O)c(C(C)CC)c2)c(Cl)c1. As a reaction SMILES: [CH2:1]([CH3:2])[O:3][C:4]([CH2:5][N:6]([C:7](=[O:8])[O:9][CH2:10][CH3:11])[c:12]1[cH:13][c:14]([Cl:31])[c:15]([O:19][c:20]2[cH:21][c:22]([CH:27]([CH3:28])[CH2:29][CH3:30])[c:23]([OH:26])[cH:24][cH:25]2)[c:16]([Cl:18])[cH:17]1)=[O:32].[CH3:35][OH:36].[Na+:34].[OH-:33].[OH2:37]>>[O:3]=[C:4]([CH2:5][N:6]([C:7](=[O:8])[O:9][CH2:10][CH3:11])[c:12]1[cH:13][c:14]([Cl:31])[c:15]([O:19][c:20]2[cH:21][c:22]([CH:27]([CH3:28])[CH2:29][CH3:30])[c:23]([OH:26])[cH:24][cH:25]2)[c:16]([Cl:18])[cH:17]1)[OH:32]. Starting materials: C(C)(=O)O (acetic acid), N1=CC=CC=2CCCC(C12)=O (5,6,7,8-tetrahydroquinolin-8-one), C(#N)[BH3-].[Na+] (sodium cyanoborohydride), N1=C(C=CC=C1)CNCC1=CC=C(S1)C(=O)N[C@@H](CCCN)C(=O)O (Nα-(5-(N-2-picolylaminomethyl)thiophene-2-carbonyl)-L-ornithine). Run in CO (methanol). Reaction conditions: time 3 day. The product is N1=C(C=CC=C1)CNCC1=CC=C(S1)C(=O)N[C@H](C(=O)O)CCCNC1CCCC=2C=CC=NC12 ((2S)-2-(5-(N-2-picolylaminomethyl)thiophene-2-carbonylamino)-5-(5,6,7,8-tetrahydroquinolin-8-ylamino)valeric acid). Isolated yield 27.0%. RXN SMILES: [N:1]1[CH:6]=[CH:5][CH:4]=[CH:3][C:2]=1[CH2:7][NH:8][CH2:9][C:10]1[S:14][C:13]([C:15]([NH:17][C@H:18]([C:23]([OH:25])=[O:24])[CH2:19][CH2:20][CH2:21][NH2:22])=[O:16])=[CH:12][CH:11]=1.C(O)(=O)C.[N:30]1[C:39]2[C:38](=O)[CH2:37][CH2:36][CH2:35][C:34]=2[CH:33]=[CH:32][CH:31]=1.C([BH3-])#N.[Na+]>CO>[N:1]1[CH:6]=[CH:5][CH:4]=[CH:3][C:2]=1[CH2:7][NH:8][CH2:9][C:10]1[S:14][C:13]([C:15]([NH:17][C@@H:18]([CH2:19][CH2:20][CH2:21][NH:22][CH:38]2[C:39]3[N:30]=[CH:31][CH:32]=[CH:33][C:34]=3[CH2:35][CH2:36][CH2:37]2)[C:23]([OH:25])=[O:24])=[O:16])=[CH:12][CH:11]=1 |f:3.4|. Procedure details: The compound obtained in Example 14-4 (18.2 mg) was dissolved in methanol (0.6 ml), and acetic acid (0.06 ml), 5,6,7,8-tetrahydroquinolin-8-one (16 mg), and sodium cyanoborohydride (7 mg) were added. After 3 days, the reaction solution was concentrated. The residue was purified by silica gel column chromatography (1 g, chloroform/methanol=5/1). 1 mol/l hydrochloric acid was added to the resulting colorless syrup, and the mixture was concentrated and dried under reduced pressure to obtain ahydroc... Reactants: 40, ClC1=CC(=C(C(=O)OCC)C=C1)NC(=O)OCC (ethyl 4-chloro-2-[(ethoxycarbonyl)amino]benzoate), NCCO (2-aminoethanol). Run in C(C)O (ethanol). The product is 23, ClC1=CC=C2C(N(C(NC2=C1)=O)CCO)=O (7-chloro-3-(2-hydroxyethyl)-2,4(1H,3H)-quinazolinedione). Isolated yield 64.0%. Reaction SMILES: [Cl:1][C:2]1[CH:12]=[CH:11][C:5]([C:6]([O:8]CC)=O)=[C:4]([NH:13][C:14]([O:16]CC)=O)[CH:3]=1.[NH2:19][CH2:20][CH2:21][OH:22]>C(O)C>[Cl:1][C:2]1[CH:3]=[C:4]2[C:5]([C:6](=[O:8])[N:19]([CH2:20][CH2:21][OH:22])[C:14](=[O:16])[NH:13]2)=[CH:11][CH:12]=1. Procedure details: A mixture of 40 parts of ethyl 4-chloro-2-[(ethoxycarbonyl)amino]benzoate and 10 parts of 2-aminoethanol is stirred and heated to 160°-170° C. while the formed ethanol is distilled off. After stirring for about 30 minutes, the mixture is cooled and 2-propanol is added. The solid product is filtered off and dried, yielding 23 parts (64%) of 7-chloro-3-(2-hydroxyethyl)-2,4(1H,3H)-quinazolinedione. Reactants: O=C([O-])O, [Na+], Cc1ccc2cc(-c3nnc(CCCC4OCCCO4)n3C)ccc2n1, O, O=S(=O)(O)O. Yields the product Cc1ccc2cc(-c3nnc(CCCC=O)n3C)ccc2n1. As a reaction SMILES: [C:32](=[O:33])([OH:34])[O-:35].[Na+:36].[O:1]1[CH:2]([CH2:7][CH2:8][CH2:9][c:10]2[n:11]([CH3:26])[c:12](-[c:15]3[cH:16][c:17]4[cH:18][cH:19][c:20]([CH3:25])[n:21][c:22]4[cH:23][cH:24]3)[n:13][n:14]2)[O:6][CH2:5][CH2:4][CH2:3]1.[OH2:37].[S:27](=[O:28])(=[O:29])([OH:30])[OH:31]>>[O:1]=[CH:2][CH2:7][CH2:8][CH2:9][c:10]1[n:11]([CH3:26])[c:12](-[c:15]2[cH:16][c:17]3[cH:18][cH:19][c:20]([CH3:25])[n:21][c:22]3[cH:23][cH:24]2)[n:13][n:14]1. Starting materials: C(=O)(OC(C)(C)C)NC=1C=NC2=CC(=C(C=C2C1Cl)OC)OC (3-BOCamino-4-chloro-6,7-dimethoxyquinoline), C(C)[SiH](CC)CC (triethylsilane). Solvent: FC(C(=O)O)(F)F (trifluoroacetic acid). Product: NC=1C=NC2=CC(=C(C=C2C1Cl)OC)OC (3-amino-4-chloro-6,7-dimethoxyquinoline). Isolated yield 55.2%. As a reaction SMILES: C([NH:8][C:9]1[CH:10]=[N:11][C:12]2[C:17]([C:18]=1[Cl:19])=[CH:16][C:15]([O:20][CH3:21])=[C:14]([O:22][CH3:23])[CH:13]=2)(OC(C)(C)C)=O.C([SiH](CC)CC)C>FC(F)(F)C(O)=O>[NH2:8][C:9]1[CH:10]=[N:11][C:12]2[C:17]([C:18]=1[Cl:19])=[CH:16][C:15]([O:20][CH3:21])=[C:14]([O:22][CH3:23])[CH:13]=2. Reported procedure: 3-BOCamino-4-chloro-6,7-dimethoxyquinoline (18 g) was dissolved in trifluoroacetic acid (200 ml) with stirring, triethylsilane (80 ml) was then added. Stirred at room temperature for 2 hours. Evaporated. The dark red oily residue was treated with ice/water and carefully basified with 880 ammonia. The resulting red gum was scratched and stirred upon which it slowly solidified. Solid was filtered off and washed with water. Dried to give 3-amino-4-chloro-6,7-dimethoxyquinoline (7 g). On standing ov...